This data is from the Open Reaction Database (ORD), a public repository of structured organic reaction records. The task is: describe an organic reaction: reactants, conditions, products, and yield Starting materials: [Cl-].[Al+3].[Cl-].[Cl-] (aluminum chloride), [H-].[Al+3].[Li+].[H-].[H-].[H-] (Lithium aluminum hydride), ethereal solution, COC1=CC=C(C=C1)C1CC(NCCS1)=O (tetrahydro-7-(4-methoxyphenyl)-1,4-thiazepin 5-one), [OH-].[Na+] (sodium hydroxide). Run in C(C)OCC (diethyl ether), O1CCCC1 (tetrahydrofuran), O (water), O (water). Conditions: temperature 0 celsius, time 20 minute. Yields the product COC1=CC=C(C=C1)C1CCNCCS1 (Hexahydro-7-(4-methoxyphenyl)-1,4-thiazepine). The yield is 57.7%. RXN SMILES: [H-].[Al+3].[Li+].[H-].[H-].[H-].[Cl-].[Al+3].[Cl-].[Cl-].[CH3:11][O:12][C:13]1[CH:18]=[CH:17][C:16]([CH:19]2[S:25][CH2:24][CH2:23][NH:22][C:21](=O)[CH2:20]2)=[CH:15][CH:14]=1.[OH-].[Na+]>C(OCC)C.O1CCCC1.O>[CH3:11][O:12][C:13]1[CH:14]=[CH:15][C:16]([CH:19]2[S:25][CH2:24][CH2:23][NH:22][CH2:21][CH2:20]2)=[CH:17][CH:18]=1 |f:0.1.2.3.4.5,6.7.8.9,11.12|. Procedure: Lithium aluminum hydride (190 mL of a 1M ethereal solution) is cooled to 0° C. and treated with aluminum chloride (8.44 g, 63.2 mmol) in 15 mL of diethyl ether. The resulting clear solution is stirred at 0° C. for 20 minutes and then a slurry of tetrahydro-7-(4-methoxyphenyl)-1,4-thiazepin 5-one (15.0 g, 63.2 mmol) in 150 mL of tetrahydrofuran is added. The reaction is then allowed to warm to room temperature for 12 hours and is treated with 14.4 mL of water, 7.2 mL of a 10% aqueous sodium hydro... The reactants are FC(OC1=CC=C(C=C1)N1C(C2(CC1)CC(NCC2)=O)=O)(F)F (2-(4-trifluoromethoxy-phenyl)-2,8-diaza-spiro[4.5]decane-1,7-dione), CI (methyl iodide). The product is CN1C(CC2(CCN(C2=O)C2=CC=C(C=C2)OC(F)(F)F)CC1)=O (8-Methyl-2-(4-trifluoromethoxy-phenyl)-2,8-diaza-spiro[4.5]decane-1,7-dione). As a reaction SMILES: [F:1][C:2]([F:23])([F:22])[O:3][C:4]1[CH:9]=[CH:8][C:7]([N:10]2[CH2:14][CH2:13][C:12]3([CH2:19][CH2:18][NH:17][C:16](=[O:20])[CH2:15]3)[C:11]2=[O:21])=[CH:6][CH:5]=1.[CH3:24]I>>[CH3:24][N:17]1[CH2:18][CH2:19][C:12]2([C:11](=[O:21])[N:10]([C:7]3[CH:8]=[CH:9][C:4]([O:3][C:2]([F:1])([F:22])[F:23])=[CH:5][CH:6]=3)[CH2:14][CH2:13]2)[CH2:15][C:16]1=[O:20]. Reported procedure: This material was prepared as a yellow semi-solid in analogy to example 1 step E) from 2-(4-trifluoromethoxy-phenyl)-2,8-diaza-spiro[4.5]decane-1,7-dione and methyl iodide. MS (ESI): 343.1 (MH+). Starting materials: NC1CCN(CC1)C[C@@]1(CN2C=3C1=C(C=NC3C=C(C2=O)F)F)O ((4S)-4-[(4-amino-1-piperidinyl)methyl]-3,8-difluoro-4-hydroxy-4,5-dihydro-7H-pyrrolo[3,2,1-de]-1,5-naphthyridin-7-one), NC1CCN(CC1)C[C@]1(CN2C=3C1=C(C=NC3C=CC2=O)F)O ((4R)-4-[(4-amino-1-piperidinyl)methyl]-3-fluoro-4-hydroxy-4,5-dihydro-7H-pyrrolo[3,2,1-de]-1,5-naphthyridin-7-one), (4R/S)-4-({4-[(2,3-dihydro[1,4]dioxino[2,3-c]pyridin-7-ylmethyl)amino]-1-piperidinyl}methyl)-3,4-difluoro-4,5-dihydro-7H-pyrrolo[3,2,1-de]-1,5-naphthyridin-1-one. Product: C(C)(C)N (isopropylamine), NC1CCN(CC1)C[C@@]1(CN2C=3C1=C(C=NC3C=C(C2=O)F)F)O ((4S)-4-[(4-amino-1-piperidinyl)methyl]-3,8-difluoro-4-hydroxy-4,5-dihydro-7H-pyrrolo[3,2,1-de]-1,5-naphthyridin-7-one), NC1CCN(CC1)C[C@]1(CN2C=3C1=C(C=NC3C=CC2=O)F)O ((4R)-4-[(4-amino-1-piperidinyl)methyl]-3-fluoro-4-hydroxy-4,5-dihydro-7H-pyrrolo[3,2,1-de]-1,5-naphthyridin-7-one). RXN SMILES: [NH2:1][CH:2]1[CH2:7][CH2:6][N:5]([CH2:8][C@@:9]2([OH:24])[C:13]3=[C:14]([F:23])[CH:15]=[N:16][C:17]4[CH:18]=[C:19]([F:22])[C:20](=[O:21])[N:11]([C:12]=43)[CH2:10]2)[CH2:4][CH2:3]1.[NH2:25][CH:26]1[CH2:31][CH2:30][N:29]([CH2:32][C@:33]2([OH:47])[C:37]3=[C:38]([F:46])[CH:39]=[N:40][C:41]4[CH:42]=[CH:43][C:44](=[O:45])[N:35]([C:36]=43)[CH2:34]2)[CH2:28][CH2:27]1>>[CH:2]([NH2:1])([CH3:7])[CH3:3].[NH2:1][CH:2]1[CH2:3][CH2:4][N:5]([CH2:8][C@@:9]2([OH:24])[C:13]3=[C:14]([F:23])[CH:15]=[N:16][C:17]4[CH:18]=[C:19]([F:22])[C:20](=[O:21])[N:11]([C:12]=43)[CH2:10]2)[CH2:6][CH2:7]1.[NH2:25][CH:26]1[CH2:27][CH2:28][N:29]([CH2:32][C@:33]2([OH:47])[C:37]3=[C:38]([F:46])[CH:39]=[N:40][C:41]4[CH:42]=[CH:43][C:44](=[O:45])[N:35]([C:36]=43)[CH2:34]2)[CH2:30][CH2:31]1. Procedure details: (4R/S)-4-({4-[(2,3-dihydro[1,4]dioxino[2,3-c]pyridin-7-ylmethyl)amino]-1-piperidinyl}methyl)-3,4-difluoro-4,5-dihydro-7H-pyrrolo[3,2,1-de]-1,5-naphthyridin-1-one (43 mg) was resolved by preparative chiral HPLC into the two enantiomers E1 and E2 using a Chiralpak AD-H column, eluting with 50:50:0.1 acetonitrile:methanol:isopropylamine, affording enantiomers E1 (first eluting) and E2 (second eluting) which were converted to the mono hydrochloride salts by dissolving in methanol, adding 1 equivalen... Reactants: F[B-](F)(F)F, CC(C)(C)c1ccc(CN)cc1, CCN(C(C)C)C(C)C, O=C(O)CC(C(F)(F)F)C(F)(F)F, CN(C)C=O, O, CN(C)C(On1nnc2ccccc21)=[N+](C)C. The product is CC(C)(C)c1ccc(CNC(=O)CC(C(F)(F)F)C(F)(F)F)cc1. As a reaction SMILES: [B-:14]([F:15])([F:16])([F:17])[F:18].[C:45]([CH3:46])([CH3:47])([CH3:48])[c:49]1[cH:50][cH:51][c:52]([CH2:53][NH2:54])[cH:55][cH:56]1.[CH:36]([N:37]([CH2:38][CH3:39])[CH:40]([CH3:41])[CH3:42])([CH3:43])[CH3:44].[F:1][C:2]([CH:3]([CH2:4][C:5](=[O:6])[OH:7])[C:8]([F:9])([F:10])[F:11])([F:12])[F:13].[O:57]=[CH:58][N:59]([CH3:60])[CH3:61].[OH2:62].[n:19]1([O:20][C:21]([N:22]([CH3:23])[CH3:24])=[N+:25]([CH3:26])[CH3:27])[c:28]2[cH:29][cH:30][cH:31][cH:32][c:33]2[n:34][n:35]1>>[F:1][C:2]([CH:3]([CH2:4][C:5](=[O:6])[NH:54][CH2:53][c:52]1[cH:51][cH:50][c:49]([C:45]([CH3:46])([CH3:47])[CH3:48])[cH:56][cH:55]1)[C:8]([F:9])([F:10])[F:11])([F:12])[F:13].